The task is: describe an organic reaction: reactants, conditions, products, and yield. This data is from the Open Reaction Database (ORD), a public repository of structured organic reaction records. Reactants: CN(C)C=O, ClCc1ccccc1, [H-], [Na+], O=C(O)c1cc(O)cc(Cl)c1. Product: O=C(O)c1cc(Cl)cc(OCc2ccccc2)c1. RXN SMILES: [CH3:22][N:23]([CH3:24])[CH:25]=[O:26].[Cl:14][CH2:15][c:16]1[cH:17][cH:18][cH:19][cH:20][cH:21]1.[H-:12].[Na+:13].[OH:1][c:2]1[cH:3][c:4]([C:5](=[O:6])[OH:7])[cH:8][c:9]([Cl:11])[cH:10]1>>[O:1]([c:2]1[cH:3][c:4]([C:5](=[O:6])[OH:7])[cH:8][c:9]([Cl:11])[cH:10]1)[CH2:15][c:16]1[cH:17][cH:18][cH:19][cH:20][cH:21]1. The reactants are NC1=C(C=NN1)C#N (5-amino-1H-pyrazole-4-carbonitrile), COC1=C(C=C2CCCC2=C1)C=O (6-methoxy-2,3-dihydro-1H-indene-5-carbaldehyde), C1(CCCC1)[N+]#[C-] (cyclopentyl isonitrile), Cl(=O)(=O)(=O)O (perchloric acid). Solvent: CO (methanol). Run at time 15 hour. Yields the product C1(CCCC1)NC1=C(NC=2N1N=CC2C#N)C=2C=C1CCCC1=CC2OC (3-(cyclopentylamino)-2-(6-methoxy-2,3-dihydro-1H-inden-5-yl)-1H-imidazo[1,2-b]pyrazole-7-carbonitrile). Isolated yield 8.5%. Reaction SMILES: [NH2:1][C:2]1[NH:6][N:5]=[CH:4][C:3]=1[C:7]#[N:8].[CH3:9][O:10][C:11]1[CH:19]=[C:18]2[C:14]([CH2:15][CH2:16][CH2:17]2)=[CH:13][C:12]=1[CH:20]=O.[CH:22]1([N+:27]#[C-:28])[CH2:26][CH2:25][CH2:24][CH2:23]1.Cl(O)(=O)(=O)=O>CO>[CH:22]1([NH:27][C:28]2[N:6]3[N:5]=[CH:4][C:3]([C:7]#[N:8])=[C:2]3[NH:1][C:20]=2[C:12]2[CH:13]=[C:14]3[C:18](=[CH:19][C:11]=2[O:10][CH3:9])[CH2:17][CH2:16][CH2:15]3)[CH2:26][CH2:25][CH2:24][CH2:23]1. Procedure details: To a mixture of 5-amino-1H-pyrazole-4-carbonitrile (193 mg, 1.79 mmol) and 6-methoxy-2,3-dihydro-1H-indene-5-carbaldehyde (315 mg, 1.79 mmol) in a vial under nitrogen atmosphere were added methanol (10 mL) followed by cyclopentyl isonitrile (172 mg, 200 μL, 1.79 mmol) and perchloric acid (35.9 mg, 32.1 μL, 0.358 mmol) at RT. Then, the resulting light yellow suspension was stirred for 15 h and the resulting solids were collected by filtration and washed with methanol. After air drying, 55 mg (8.5... The reactants are O (water), BrC1=C(C(=O)O)C=CC=C1[N+](=O)[O-] (2-bromo-3-nitrobenzoic acid), IC (iodomethane), C([O-])([O-])=O.[K+].[K+] (potassium carbonate). The solvent is CN(C=O)C (dimethylformamide). Yields the product BrC1=C(C(=O)OC)C=CC=C1[N+](=O)[O-] (methyl 2-bromo-3-nitrobenzoate). The yield is 95.9%. Reaction SMILES: [Br:1][C:2]1[C:10]([N+:11]([O-:13])=[O:12])=[CH:9][CH:8]=[CH:7][C:3]=1[C:4]([OH:6])=[O:5].IC.[C:16](=O)([O-])[O-].[K+].[K+].O>CN(C)C=O>[Br:1][C:2]1[C:10]([N+:11]([O-:13])=[O:12])=[CH:9][CH:8]=[CH:7][C:3]=1[C:4]([O:6][CH3:16])=[O:5] |f:2.3.4|. Procedure details: A solution of 2-bromo-3-nitrobenzoic acid (28.4 g, 115.0 mM), iodomethane (18.0 g, 127 mM), and potassium carbonate (19.0 g, 137.4 mM) in 100 mL dimethylformamide was stirred at room temperature for 72 hours. The mixture was poured into 1.5 liters of water. The resultant precipitate was collected by filtration and dried in vacuo to afford 28.79 g (96%) of methyl 2-bromo-3-nitrobenzoate as a white solid. 1H NMR (DMSO-d6) δ8.3 (dd, 1H, J=1 and 8 Hz), 7.9 (dd, 1H, J=1 and 8 Hz), 7.7 (t, 1H, J=8 Hz)... The reactants are C(C1=CC=CC=C1)O[C@H]1[C@@H](O[C@@H]([C@H]([C@@H]1OCC1=CC=CC=C1)OCC1=CC=CC=C1)COCC1=CC=CC=C1)C1=CC(=C(C=C1)Cl)CC=1SC(=CC1)Br (1-(2,3,4,6-tetra-O-benzyl-β-D-glucopyranosyl)-3-(5-bromo-2-thienylmethyl)-4-chlorobenzene), C(#N)C=1C=C(C=CC1)B(O)O (3-cyanophenylboronic acid), C([O-])([O-])=O.[Na+].[Na+] (sodium carbonate). Reagents/catalysts: C1([P]([Pd][P](C2=CC=CC=C2)(C3=CC=CC=C3)C4=CC=CC=C4)(C5=CC=CC=C5)C6=CC=CC=C6)=CC=CC=C1 (bis(triphenylphosphine)palladium). The solvent is COCCOC (1,2-dimethoxyethane), C(C)(=O)OCC (ethyl acetate). Yields the product C(C1=CC=CC=C1)O[C@H]1[C@@H](O[C@@H]([C@H]([C@@H]1OCC1=CC=CC=C1)OCC1=CC=CC=C1)COCC1=CC=CC=C1)C1=CC(=C(C=C1)Cl)CC=1SC(=CC1)C1=CC(=CC=C1)C#N (1-(2,3,4,6-tetra-O-benzyl-β-D-glucopyranosyl)-4-chloro-3-(5-(3-cyanophenyl)-2-thienylmethyl)benzene). Reaction SMILES: [CH2:1]([O:8][C@@H:9]1[C@@H:14]([O:15][CH2:16][C:17]2[CH:22]=[CH:21][CH:20]=[CH:19][CH:18]=2)[C@H:13]([O:23][CH2:24][C:25]2[CH:30]=[CH:29][CH:28]=[CH:27][CH:26]=2)[C@@H:12]([CH2:31][O:32][CH2:33][C:34]2[CH:39]=[CH:38][CH:37]=[CH:36][CH:35]=2)[O:11][C@H:10]1[C:40]1[CH:45]=[CH:44][C:43]([Cl:46])=[C:42]([CH2:47][C:48]2[S:49][C:50](Br)=[CH:51][CH:52]=2)[CH:41]=1)[C:2]1[CH:7]=[CH:6][CH:5]=[CH:4][CH:3]=1.[C:54]([C:56]1[CH:57]=[C:58](B(O)O)[CH:59]=[CH:60][CH:61]=1)#[N:55].C(=O)([O-])[O-].[Na+].[Na+]>COCCOC.C(OCC)(=O)C.C1(C=CC=CC=1)[P](C1C=CC=CC=1)(C1C=CC=CC=1)[Pd][P](C1C=CC=CC=1)(C1C=CC=CC=1)C1C=CC=CC=1>[CH2:1]([O:8][C@@H:9]1[C@@H:14]([O:15][CH2:16][C:17]2[CH:22]=[CH:21][CH:20]=[CH:19][CH:18]=2)[C@H:13]([O:23][CH2:24][C:25]2[CH:30]=[CH:29][CH:28]=[CH:27][CH:26]=2)[C@@H:12]([CH2:31][O:32][CH2:33][C:34]2[CH:39]=[CH:38][CH:37]=[CH:36][CH:35]=2)[O:11][C@H:10]1[C:40]1[CH:45]=[CH:44][C:43]([Cl:46])=[C:42]([CH2:47][C:48]2[S:49][C:50]([C:60]3[CH:59]=[CH:58][CH:57]=[C:56]([C:54]#[N:55])[CH:61]=3)=[CH:51][CH:52]=2)[CH:41]=1)[C:2]1[CH:7]=[CH:6][CH:5]=[CH:4][CH:3]=1 |f:2.3.4,^1:88,102|. Reported procedure: A mixed solution of 1-(2,3,4,6-tetra-O-benzyl-β-D-glucopyranosyl)-3-(5-bromo-2-thienylmethyl)-4-chlorobenzene 53 (1.24 g) obtained in Example 119-(6), 3-cyanophenylboronic acid (270 ml), bis(triphenylphosphine)palladium (II) dichloride (54 mg) and 2M aqueous sodium carbonate solution (2.3 ml) in 1,2-dimethoxyethane (12 ml) was heated under reflux for 4 hours. The mixture was diluted with ethyl acetate and washed successively with a saturated aqueous sodium hydrogen carbonate solution and brine. ... Reactants: CON=CC1=C(C=C(C=C1)Cl)Cl (2,4-dichloro-benzaldehyde O-methyl-oxime), C(#N)[BH3-].[Na+] (sodium cyanoborohydride). The solvent is C(C)(=O)O (acetic acid). Reaction conditions: temperature 24 celsius, time 7 hour. Yields the product ClC1=C(CNOC)C=CC(=C1)Cl (N-(2,4-dichloro-benzyl)-O-methyl-hydroxylamine). Yield: 68.3%. Reaction SMILES: [CH3:1][O:2][N:3]=[CH:4][C:5]1[CH:10]=[CH:9][C:8]([Cl:11])=[CH:7][C:6]=1[Cl:12].C([BH3-])#N.[Na+]>C(O)(=O)C>[Cl:12][C:6]1[CH:7]=[C:8]([Cl:11])[CH:9]=[CH:10][C:5]=1[CH2:4][NH:3][O:2][CH3:1] |f:1.2|. Procedure: A solution of 2,4-dichloro-benzaldehyde O-methyl-oxime (1.0 g, 4.9 mmol), prepared as described in example P10a, in acetic acid (7.1 ml) was treated at 10° C. with sodium cyanoborohydride (615 mg, 9.8 mmol) added in small portions over 10 minutes and the resulting solution was stirred at 24° C. for 7 hours. The solvent was evaporated under reduced pressure (co-evaporation with toluene twice) and the residue was slurried with water. The aqueous phase was extracted with dichloromethane (2×20 ml), ... Reactants: CC(=O)O[BH-](OC(C)=O)OC(C)=O, CCCN(CC1CC1)c1cc(C(=O)Nc2ccc(C=O)cc2C)ncn1, ClCCl, Cl, CC(N)C(=O)OC(C)(C)C, O=C([O-])[O-]. The product is CCCN(CC1CC1)c1cc(C(=O)Nc2ccc(CNC(C)C(=O)OC(C)(C)C)cc2C)ncn1. As a reaction SMILES: [C:42]([O:43][BH-:44]([O:45][C:46](=[O:47])[CH3:48])[O:49][C:50](=[O:51])[CH3:52])(=[O:53])[CH3:54].[CH:1]1([CH2:4][N:5]([c:6]2[cH:7][c:8]([C:12](=[O:13])[NH:14][c:15]3[c:16]([CH3:23])[cH:17][c:18]([CH:21]=[O:22])[cH:19][cH:20]3)[n:9][cH:10][n:11]2)[CH2:24][CH2:25][CH3:26])[CH2:2][CH2:3]1.[Cl:55][CH2:56][Cl:57].[ClH:27].[NH2:28][CH:29]([C:30](=[O:31])[O:32][C:33]([CH3:34])([CH3:35])[CH3:36])[CH3:37].[O-:38][C:39](=[O:40])[O-:41]>>[CH:1]1([CH2:4][N:5]([c:6]2[cH:7][c:8]([C:12](=[O:13])[NH:14][c:15]3[c:16]([CH3:23])[cH:17][c:18]([CH2:21][NH:28][CH:29]([C:30](=[O:31])[O:32][C:33]([CH3:34])([CH3:35])[CH3:36])[CH3:37])[cH:19][cH:20]3)[n:9][cH:10][n:11]2)[CH2:24][CH2:25][CH3:26])[CH2:2][CH2:3]1. Reactants: CCCc1cc(C(F)(F)F)ccc1C=C(C)C(=O)OCC, C1CCOC1, O. Yields the product CCCc1cc(C(F)(F)F)ccc1C=C(C)C(=O)O. Reaction SMILES: [CH2:1]([CH3:2])[O:3][C:4]([C:5](=[CH:6][c:7]1[c:8]([CH2:17][CH2:18][CH3:19])[cH:9][c:10]([C:13]([F:14])([F:15])[F:16])[cH:11][cH:12]1)[CH3:20])=[O:21].[CH2:22]1[O:23][CH2:24][CH2:25][CH2:26]1.[OH2:27]>>[O:3]=[C:4]([C:5](=[CH:6][c:7]1[c:8]([CH2:17][CH2:18][CH3:19])[cH:9][c:10]([C:13]([F:14])([F:15])[F:16])[cH:11][cH:12]1)[CH3:20])[OH:21].